Task: describe an organic reaction: reactants, conditions, products, and yield. Dataset: the Open Reaction Database (ORD), a public repository of structured organic reaction records Reactants: CO, COC(=O)c1cc([N+](=O)[O-])c(C)[se]1, [Cl-], Cl, [Fe], [NH4+], O. Product: COC(=O)c1cc(N)c(C)[se]1. As a reaction SMILES: [CH3:18][OH:19].[CH3:1][c:2]1[c:3]([N+:11]([O-:12])=[O:13])[cH:4][c:5]([C:7](=[O:8])[O:9][CH3:10])[se:6]1.[Cl-:15].[ClH:14].[Fe:20].[NH4+:16].[OH2:17]>>[CH3:1][c:2]1[c:3]([NH2:11])[cH:4][c:5]([C:7](=[O:8])[O:9][CH3:10])[se:6]1. Starting materials: BrC1=C(C=CC=C1)CC(=O)OCC (ethyl 2-(2-bromophenyl)acetate), CO (methanol), C([O-])([O-])=O.[Na+].[Na+] (sodium carbonate), CC1=CC=C(C=C1)B(O)O (4-methylphenylboronic acid). Reagents/catalysts: C=1C=CC(=CC1)[P](C=2C=CC=CC2)(C=3C=CC=CC3)[Pd]([P](C=4C=CC=CC4)(C=5C=CC=CC5)C=6C=CC=CC6)([P](C=7C=CC=CC7)(C=8C=CC=CC8)C=9C=CC=CC9)[P](C=1C=CC=CC1)(C=1C=CC=CC1)C=1C=CC=CC1 (tetrakis(triphenylphosphine)palladium). Solvent: C(C)(=O)OCC (ethyl acetate), O (water), C1(=CC=CC=C1)C (toluene). Run at temperature 85 celsius. Yields the product CC1=CC=C(C=C1)C1=C(C=CC=C1)CC(=O)OCC (Ethyl (4′-methylbiphenyl-2-yl)acetate). Reaction SMILES: Br[C:2]1[CH:7]=[CH:6][CH:5]=[CH:4][C:3]=1[CH2:8][C:9]([O:11][CH2:12][CH3:13])=[O:10].C(=O)([O-])[O-].[Na+].[Na+].[CH3:20][C:21]1[CH:26]=[CH:25][C:24](B(O)O)=[CH:23][CH:22]=1.CO>C1C=CC([P]([Pd]([P](C2C=CC=CC=2)(C2C=CC=CC=2)C2C=CC=CC=2)([P](C2C=CC=CC=2)(C2C=CC=CC=2)C2C=CC=CC=2)[P](C2C=CC=CC=2)(C2C=CC=CC=2)C2C=CC=CC=2)(C2C=CC=CC=2)C2C=CC=CC=2)=CC=1.C(OCC)(=O)C.O.C1(C)C=CC=CC=1>[CH3:20][C:21]1[CH:26]=[CH:25][C:24]([C:2]2[CH:7]=[CH:6][CH:5]=[CH:4][C:3]=2[CH2:8][C:9]([O:11][CH2:12][CH3:13])=[O:10])=[CH:23][CH:22]=1 |f:1.2.3,^1:35,37,56,75|. Procedure: To a mixture composed of 243.1 mg (1 mmol) of ethyl 2-(2-bromophenyl)acetate, 3.7 ml of toluene, 57.8 mg (0.05 mmol) of tetrakis(triphenylphosphine)palladium and 127.2 mg (1.2 mmol) of anhydrous sodium carbonate are added 169.9 mg (1.25 mmol) of 4-methylphenylboronic acid, followed by addition of 2.21 ml (0.055 mmol) of methanol. The reaction medium is heated at 85° C. for 16 hours with stirring. After cooling, 10 ml of water and 8 ml of ethyl acetate are added with stirring, and the mixture is ...